From a dataset of the Open Reaction Database (ORD), a public repository of structured organic reaction records. describe an organic reaction: reactants, conditions, products, and yield Reactants: C(C)(C)(C)OC(=O)OC(=O)OC(C)(C)C (di-tert-butyldicarbonate), CCN(C(C)C)C(C)C (DIEA), C(C)(C)(C)OC(=O)N1CCC(CC1)OC1=CC(=C(C=C1)CC#N)OC(F)(F)F (4-(N-tert-butyloxycarbonyl-4-piperidinyloxy)-2-(trifluoromethoxy)phenylacetonitrile), C(C)(=O)O (acetic acid). The solvent is Cl (HCl). Run at time 5.9 minute. The product is C(C)(C)(C)OC(=O)N1CCC(CC1)OC1=CC(=C(C=C1)CC(=O)O)OC(F)(F)F (4-(N-tert-butyloxycarbonyl-4-piperidinyloxy)-2-(trifluoromethoxy)phenylacetic acid). Reaction SMILES: [C:1]([O:5][C:6]([N:8]1[CH2:13][CH2:12][CH:11]([O:14][C:15]2[CH:20]=[CH:19][C:18](CC#N)=[C:17]([O:24][C:25]([F:28])([F:27])[F:26])[CH:16]=2)[CH2:10][CH2:9]1)=[O:7])([CH3:4])([CH3:3])[CH3:2].C(OC(OC(OC(C)(C)C)=O)=O)(C)(C)C.CCN(C(C)C)C(C)C.[C:53]([OH:56])(=[O:55])[CH3:54]>Cl>[C:1]([O:5][C:6]([N:8]1[CH2:13][CH2:12][CH:11]([O:14][C:15]2[CH:20]=[CH:19][C:18]([CH2:54][C:53]([OH:56])=[O:55])=[C:17]([O:24][C:25]([F:28])([F:26])[F:27])[CH:16]=2)[CH2:10][CH2:9]1)=[O:7])([CH3:4])([CH3:2])[CH3:3]. Procedure: 4-(N-tert-butyloxycarbonyl-4-piperidinyloxy)-2-(trifluoromethoxy)phenylacetonitrile (1.9 g, 4.3 mmol) from Step 8 above dissolved in a 2:1 mixture of acetic acid and concentrated aqueous HCl (25 mL). Loss of the Boc group occurred within the first 5 minutes to give an intermediate which had an HPLC retention time of 6.3 min (method A). The solution was then refluxed for 2 h, during which time the 6.3 min peak disappeared and a new peak at 5.9 min appeared. The solvents were removed under reduced... The reactants are C1CCOC1, CC(C)C[AlH]CC(C)C, Cc1ccccc1, CCOC(=O)c1ccc(CCc2cnc3c(N)nc4cc(C)ccc4c3c2)c(C)c1. Yields the product Cc1ccc2c(c1)nc(N)c1ncc(CCc3ccc(CO)cc3C)cc12. RXN SMILES: [CH2:47]1[O:48][CH2:49][CH2:50][CH2:51]1.[CH3:31][CH:32]([CH2:33][AlH:34][CH2:35][CH:36]([CH3:37])[CH3:38])[CH3:39].[CH3:40][c:41]1[cH:42][cH:43][cH:44][cH:45][cH:46]1.[NH2:1][c:2]1[n:3][c:4]2[c:5]([c:6]3[cH:7][c:8]([CH2:12][CH2:13][c:14]4[c:15]([CH3:25])[cH:16][c:17]([C:18](=[O:19])[O:20][CH2:21][CH3:22])[cH:23][cH:24]4)[cH:9][n:10][c:11]13)[cH:26][cH:27][c:28]([CH3:30])[cH:29]2>>[NH2:1][c:2]1[n:3][c:4]2[c:5]([c:6]3[cH:7][c:8]([CH2:12][CH2:13][c:14]4[c:15]([CH3:25])[cH:16][c:17]([CH2:18][OH:19])[cH:23][cH:24]4)[cH:9][n:10][c:11]13)[cH:26][cH:27][c:28]([CH3:30])[cH:29]2. Reactants: BrCCOC1=C(C=C(C=C1)NC(COC1=C(C=C(C=C1)C(F)(F)F)Cl)=O)Cl (N-[4-(2-bromo-ethoxy)-3-chloro-phenyl]-2-(2-chloro-4-trifluoromethyl-phenoxy)-acetamide), COC1CCNCC1 (4-methoxy-piperidine). Yields the product ClC=1C=C(C=CC1OCCN1CCC(CC1)OC)NC(COC1=C(C=C(C=C1)C(F)(F)F)Cl)=O (N-{3-chloro-4-[2-(4-methoxy-piperidin-1-yl)-ethoxy]-phenyl}-2-(2-chloro-4-trifluoromethyl-phenoxy)-acetamide). As a reaction SMILES: Br[CH2:2][CH2:3][O:4][C:5]1[CH:10]=[CH:9][C:8]([NH:11][C:12](=[O:26])[CH2:13][O:14][C:15]2[CH:20]=[CH:19][C:18]([C:21]([F:24])([F:23])[F:22])=[CH:17][C:16]=2[Cl:25])=[CH:7][C:6]=1[Cl:27].[CH3:28][O:29][CH:30]1[CH2:35][CH2:34][NH:33][CH2:32][CH2:31]1>>[Cl:27][C:6]1[CH:7]=[C:8]([NH:11][C:12](=[O:26])[CH2:13][O:14][C:15]2[CH:20]=[CH:19][C:18]([C:21]([F:24])([F:23])[F:22])=[CH:17][C:16]=2[Cl:25])[CH:9]=[CH:10][C:5]=1[O:4][CH2:3][CH2:2][N:33]1[CH2:34][CH2:35][CH:30]([O:29][CH3:28])[CH2:31][CH2:32]1. Procedure: Prepared analogously to Example 145 starting from N-[4-(2-bromo-ethoxy)-3-chloro-phenyl]-2-(2-chloro-4-trifluoromethyl-phenoxy)-acetamide (Z28b) and 4-methoxy-piperidine. Product: FC(C1=CC=C(CN2C3CCC(C2C(=O)N[C@@H](C)C2=CC=C(C(=O)OC)C=C2)CC3)C=C1)(F)F (methyl 4-((1S)-1-(2-(4-(trifluoromethyl)benzyl)-2-azabicyclo[2.2.2]octane-3-carboxamido)ethyl)benzoate). As a reaction SMILES: [F:1][C:2]([F:22])([F:21])[C:3]1[CH:20]=[CH:19][C:6]([CH2:7][N:8]2[CH:13]([C:14](O)=[O:15])[CH:12]3[CH2:17][CH2:18][CH:9]2[CH2:10][CH2:11]3)=[CH:5][CH:4]=1.Cl.[NH2:24][C@H:25]([C:27]1[CH:36]=[CH:35][C:30]([C:31]([O:33][CH3:34])=[O:32])=[CH:29][CH:28]=1)[CH3:26]>>[F:1][C:2]([F:22])([F:21])[C:3]1[CH:20]=[CH:19][C:6]([CH2:7][N:8]2[CH:13]([C:14]([NH:24][C@H:25]([C:27]3[CH:36]=[CH:35][C:30]([C:31]([O:33][CH3:34])=[O:32])=[CH:29][CH:28]=3)[CH3:26])=[O:15])[CH:12]3[CH2:11][CH2:10][CH:9]2[CH2:18][CH2:17]3)=[CH:5][CH:4]=1 |f:1.2|. Procedure: The title compound (D155) (12 mg) was prepared according to the general procedure for amides preparation (Method C) starting from 2-(4-(trifluoromethyl)benzyl)-2-azabicyclo[2.2.2]octane-3-carboxylic acid (D111) (22.5 mg) and (S)-methyl 4-(1-aminoethyl)benzoate hydrochloride (17 mg). (Reaction time: 2 hrs; 60° C.) The yield is 35.2%. Starting materials: amides, FC(C1=CC=C(CN2C3CCC(C2C(=O)O)CC3)C=C1)(F)F (2-(4-(trifluoromethyl)benzyl)-2-azabicyclo[2.2.2]octane-3-carboxylic acid), Cl.N[C@@H](C)C1=CC=C(C(=O)OC)C=C1 ((S)-methyl 4-(1-aminoethyl)benzoate hydrochloride).